Dataset: the Open Reaction Database (ORD), a public repository of structured organic reaction records. Task: describe an organic reaction: reactants, conditions, products, and yield The reactants are C1(CCCCC1)C=C(C(C(C)(C)C)O)N1N=CN=C1 (1-cyclohexyl-4,4-dimethyl-2-(1,2,4-triazol-1-yl)-pent-1-en-3-ol), [H-].[Na+] (sodium hydride), CO (methanol), C(C)Br (ethyl bromide). Solvent: O1CCOCC1 (dioxan), O1CCOCC1 (dioxan). Reaction conditions: temperature 50 celsius. Product: C1(CCCCC1)C=C(C(C(C)(C)C)OCC)N1N=CN=C1 (1-cyclohexyl-3-ethoxy-4,4-dimethyl-2-(1,2,4-triazol-1-yl)-pent-1-ene). The yield is 37.7%. RXN SMILES: [CH:1]1([CH:7]=[C:8]([N:15]2[CH:19]=[N:18][CH:17]=[N:16]2)[CH:9]([OH:14])[C:10]([CH3:13])([CH3:12])[CH3:11])[CH2:6][CH2:5][CH2:4][CH2:3][CH2:2]1.[H-].[Na+].[CH2:22](Br)[CH3:23].CO>O1CCOCC1>[CH:1]1([CH:7]=[C:8]([N:15]2[CH:19]=[N:18][CH:17]=[N:16]2)[CH:9]([O:14][CH2:22][CH3:23])[C:10]([CH3:13])([CH3:12])[CH3:11])[CH2:2][CH2:3][CH2:4][CH2:5][CH2:6]1 |f:1.2|. Reported procedure: A solution of 26.3 g (0.1 mol) of 1-cyclohexyl-4,4-dimethyl-2-(1,2,4-triazol-1-yl)-pent-1-en-3-ol (Example 2) in 50 ml of dioxan was added dropwise to a suspension of 3 g of 80% strength sodium hydride in 100 ml of dioxan. When the addition had ended, the mixture was warmed to 50° C. for 1 hour. After cooling, 10.9 g (0.1 mol) of ethyl bromide were added dropwise and the reaction mixture was heated under reflux overnight. After cooling, 10 ml of methanol were added and the mixture was concentrat... Starting materials: FC=1C=C(C(=NC1)OC)[C@@H]1N(CCC1)C1=NC=2N(C=C1)N=CC2C(=O)OCCCl ((R)-2-chloroethyl 5-(2-(5-fluoro-2-methoxypyridin-3-yl)pyrrolidin-1-yl)pyrazolo[1,5-a]pyrimidine-3-carboxylate), Cl (HCl). Conditions: temperature 100 celsius. The product is FC=1C=C(C(NC1)=O)[C@@H]1N(CCC1)C1=NC=2N(C=C1)N=CC2C(=O)OCCCl ((R)-2-chloroethyl 5-(2-(5-fluoro-2-oxo-1,2-dihydropyridin-3-yl)pyrrolidin-1-yl)pyrazolo[1,5-a]pyrimidine-3-carboxylate). Reaction SMILES: [F:1][C:2]1[CH:3]=[C:4]([C@H:10]2[CH2:14][CH2:13][CH2:12][N:11]2[C:15]2[CH:20]=[CH:19][N:18]3[N:21]=[CH:22][C:23]([C:24]([O:26][CH2:27][CH2:28][Cl:29])=[O:25])=[C:17]3[N:16]=2)[C:5]([O:8]C)=[N:6][CH:7]=1.Cl>>[F:1][C:2]1[CH:3]=[C:4]([C@H:10]2[CH2:14][CH2:13][CH2:12][N:11]2[C:15]2[CH:20]=[CH:19][N:18]3[N:21]=[CH:22][C:23]([C:24]([O:26][CH2:27][CH2:28][Cl:29])=[O:25])=[C:17]3[N:16]=2)[C:5](=[O:8])[NH:6][CH:7]=1. Reported procedure: A mixture of (R)-2-chloroethyl 5-(2-(5-fluoro-2-methoxypyridin-3-yl)pyrrolidin-1-yl)pyrazolo[1,5-a]pyrimidine-3-carboxylate (56 mg, 0.13 mmol) in HCl (4 N dioxane, 2.5 mL, 10 mmol) was sealed in a pressure reaction tube and heated at 100° C. for 45 minutes. The reaction mixture was cooled and concentrated to yield the product as yellowish oil, which was used directly in the next step without further purification, assuming quantitative yield. MS (apci) m/z=406.0 (M+H). Reactants: ClCCNC(=O)N(C1[C@H](O)[C@@H](O)[C@H](O)CO1)CC1CC1 (1-(2-chloroethyl)-3-cyclopropylmethyl-3-(D-xylopyranosyl)urea), [N+](=O)([N+](=O)[O-])[O-] (nitrogen tetroxide). Product: ClCCN(C(=O)N(C1[C@H](O)[C@@H](O)[C@H](O)CO1)CC1CC1)N=O (1-(2-chloroethyl)-1-nitroso-3-cyclopropylmethyl-3-(D-xylopyranosyl)urea). Isolated yield 64.9%. As a reaction SMILES: [Cl:1][CH2:2][CH2:3][NH:4][C:5]([N:7]([CH2:17][CH:18]1[CH2:20][CH2:19]1)[CH:8]1[O:16][CH2:15][C@@H:13]([OH:14])[C@H:11]([OH:12])[C@H:9]1[OH:10])=[O:6].[N+:21]([O-])([N+]([O-])=O)=[O:22]>>[Cl:1][CH2:2][CH2:3][N:4]([N:21]=[O:22])[C:5]([N:7]([CH2:17][CH:18]1[CH2:20][CH2:19]1)[CH:8]1[O:16][CH2:15][C@@H:13]([OH:14])[C@H:11]([OH:12])[C@H:9]1[OH:10])=[O:6]. Procedure details: 3.1 g of 1-(2-chloroethyl)-3-cyclopropylmethyl-3-(D-xylopyranosyl)urea and 5 g of nitrogen tetroxide gas are treated in the same manner as described in Example 31-(2). 2.2 g of 1-(2-chloroethyl)-1-nitroso-3-cyclopropylmethyl-3-(D-xylopyranosyl)urea are thereby obtained as yellow caramel. The reactants are CC(CC(C)C)(C)C1=CC=CC1 ((1,1,3-trimethylbutyl)cyclopentadiene), CC(=O)C (acetone), N1CCCC1 (pyrrolidine). Solvent: CO (methanol), CCOCC (ether), O (water). The product is CC(CC(C)C)(C)C=1C=CC(C1)=C(C)C (3-(1,1,3-trimethylbutyl)-6,6-dimethylfulvene). Yield: 93.4%. As a reaction SMILES: [CH3:1][C:2]([C:8]1[CH2:12][CH:11]=[CH:10][CH:9]=1)([CH3:7])[CH2:3][CH:4]([CH3:6])[CH3:5].[CH3:13][C:14]([CH3:16])=O.N1CCCC1>CO.CCOCC.O>[CH3:7][C:2]([C:8]1[CH:12]=[CH:11][C:10](=[C:14]([CH3:16])[CH3:13])[CH:9]=1)([CH3:1])[CH2:3][CH:4]([CH3:6])[CH3:5]. Reported procedure: To a solution of 3.00 g (18.3 mmol) of (1,1,3-trimethylbutyl)cyclopentadiene in 30 ml of methanol, 13.4 ml (182.5 mmol) of acetone and 3.1 ml (36.6 mmol) of pyrrolidine were added with ice cooling, followed by stirring at room temperature for one night. After the reaction solution was diluted with 100 ml of ether, 50 ml of water was added. The organic phase was separated, washed with water and a saturated saline solution, then dried over anhydrous magnesium sulfate and filtered. From the filtrat... The reactants are CCCCC=O (n-valeraldehyde), C1(=CC=C(C=C1)S(=O)(=O)O)C (p-toluenesulfonic acid), 750, C(N)(OC)=O (methyl carbamate). The solvent is C(C)OCC (diethyl ether). Yields the product 559.1, C(=CCCC)NC(OC)=O (methyl N-(1-pentenyl)-carbamate). The yield is 78.2%. RXN SMILES: [CH3:1][CH2:2][CH2:3][CH2:4][CH:5]=O.C1(C)C=CC(S(O)(=O)=O)=CC=1.[C:18](=[O:22])([O:20][CH3:21])[NH2:19]>C(OCC)C>[CH:5]([NH:19][C:18](=[O:22])[O:20][CH3:21])=[CH:4][CH2:3][CH2:2][CH3:1]. Procedure details: 430 parts of n-valeraldehyde and 5 parts of p-toluenesulfonic acid are added in succession to a solution of 750 parts of methyl carbamate in 2,000 parts by volume of diethyl ether at 25° C. After a reaction time of one hour, in which the temperature rises to 40° C., filtration with suction and subsequent fractional distillation of the solid in the presence of 15 parts of potassium carbonate and 2 parts of hydroquinone give 559.1 parts of methyl N-(1-pentenyl)-carbamate (78.2% yield, based on n-v...